From a dataset of the Open Reaction Database (ORD), a public repository of structured organic reaction records. describe an organic reaction: reactants, conditions, products, and yield Reactants: CC(C)(C)OC(=O)CBr, COC(=O)c1sc2c(C3CCCCC3)c(-c3ccc(Cl)cc3)n(C)c2c1C1OCCO1, [H-], [Na+], CN(C)C=O. The product is COC(=O)c1sc2c(C3CCCCC3)c(-c3ccc(Cl)cc3)n(CC(=O)OC(C)(C)C)c2c1C1OCCO1. As a reaction SMILES: [Br:34][CH2:35][C:36](=[O:37])[O:38][C:39]([CH3:40])([CH3:41])[CH3:42].[Cl:1][c:2]1[cH:3][cH:4][c:5](-[c:8]2[c:9]([CH:26]3[CH2:27][CH2:28][CH2:29][CH2:30][CH2:31]3)[c:10]3[c:11]([n:12]2[CH3:13])[c:14]([CH:21]2[O:22][CH2:23][CH2:24][O:25]2)[c:15]([C:17](=[O:18])[O:19][CH3:20])[s:16]3)[cH:6][cH:7]1.[H-:33].[Na+:32].[O:43]=[CH:44][N:45]([CH3:46])[CH3:47]>>[Cl:1][c:2]1[cH:3][cH:4][c:5](-[c:8]2[c:9]([CH:26]3[CH2:27][CH2:28][CH2:29][CH2:30][CH2:31]3)[c:10]3[c:11]([n:12]2[CH2:13][C:36](=[O:37])[O:38][C:39]([CH3:40])([CH3:41])[CH3:42])[c:14]([CH:21]2[O:22][CH2:23][CH2:24][O:25]2)[c:15]([C:17](=[O:18])[O:19][CH3:20])[s:16]3)[cH:6][cH:7]1. Yields the product CC1=NC2=C(N1C=1N=C(C3=C(N1)C=CC(=N3)CN3CCC(CC3)C(C)(C)O)N3CCOCC3)C=CC=C2 (2-(1-((2-(2-methyl-1H-benzo[d]imidazol-1-yl)-4-morpholinopyrido[3,2-d]pyrimidin-6-yl)methyl)piperidin-4-yl)propan-2-ol). Reactants: CC=1NC2=C(N1)C=CC=C2 (2-methylbenzimidazole), ClC=1N=C(C2=C(N1)C=CC(=N2)CN2CCC(CC2)C(C)(C)O)N2CCOCC2 (2-(1-((2-chloro-4-morpholinopyrido[3,2-d]pyrimidin-6-yl)methyl)piperidin-4-yl)propan-2-ol). As a reaction SMILES: [CH3:1][C:2]1[NH:3][C:4]2[CH:10]=[CH:9][CH:8]=[CH:7][C:5]=2[N:6]=1.Cl[C:12]1[N:13]=[C:14]([N:33]2[CH2:38][CH2:37][O:36][CH2:35][CH2:34]2)[C:15]2[N:21]=[C:20]([CH2:22][N:23]3[CH2:28][CH2:27][CH:26]([C:29]([OH:32])([CH3:31])[CH3:30])[CH2:25][CH2:24]3)[CH:19]=[CH:18][C:16]=2[N:17]=1>>[CH3:1][C:2]1[N:6]([C:12]2[N:13]=[C:14]([N:33]3[CH2:38][CH2:37][O:36][CH2:35][CH2:34]3)[C:15]3[N:21]=[C:20]([CH2:22][N:23]4[CH2:28][CH2:27][CH:26]([C:29]([OH:32])([CH3:31])[CH3:30])[CH2:25][CH2:24]4)[CH:19]=[CH:18][C:16]=3[N:17]=2)[C:5]2[CH:7]=[CH:8][CH:9]=[CH:10][C:4]=2[N:3]=1. Procedure details: Following General Procedure C, 2-methylbenzimidazole and 2-(1-((2-chloro-4-morpholinopyrido[3,2-d]pyrimidin-6-yl)methyl)piperidin-4-yl)propan-2-ol from Example 8 were reacted to give 101. LCMS (MH+)=502.3. 1H-NMR (DMSO-d6): δ 8.20 (m, 2H), 7.89 (m, 1H), 7.62 (m, 1H), 7.27 (m, 2H), 4.56 (s, 4H), 4.08 (s, 1H), 3.84 (m, 4H), 3.73 (s, 2H), 2.92 (m, 2H), 2.88 (s, 3H), 1.98 (m, 2H), 1.67 (m, 2H), 1.29 (m, 2H), 1.18 (m, 1H), 1.04 (s, 6H) Starting materials: COC(=O)C=1C(=NOC1C1=CC=C(C=C1)Br)C (5-(4-Bromo-phenyl)-3-methyl-isoxazole-4-carboxylic acid methyl ester), [BH4-].[Li+] (lithium borohydride). Solvent: CCO (EtOH). Conditions: temperature 60 celsius. The product is BrC1=CC=C(C=C1)C1=C(C(=NO1)C)CO ([5-(4-Bromo-phenyl)-3-methyl-isoxazol-4-yl]methanol). RXN SMILES: C[O:2][C:3]([C:5]1[C:6]([CH3:17])=[N:7][O:8][C:9]=1[C:10]1[CH:15]=[CH:14][C:13]([Br:16])=[CH:12][CH:11]=1)=O.[BH4-].[Li+]>CCO>[Br:16][C:13]1[CH:12]=[CH:11][C:10]([C:9]2[O:8][N:7]=[C:6]([CH3:17])[C:5]=2[CH2:3][OH:2])=[CH:15][CH:14]=1 |f:1.2|. Reported procedure: 5-(4-Bromo-phenyl)-3-methyl-isoxazole-4-carboxylic acid methyl ester (5 g, 16.8 mmol) and lithium borohydride (1.85 g, 84.1 mmol) were combined in EtOH and stirred at 60° C. After aqueous workup, the crude material was purified by silica gel chromatography to give the title compound.